This data is from the Open Reaction Database (ORD), a public repository of structured organic reaction records. The task is: describe an organic reaction: reactants, conditions, products, and yield Starting materials: COc1cc(CCc2cc(N)[nH]n2)cc(OC)c1, C[Al](C)C, Cc1ccccc1, CCOC(=O)c1ccc(N2CCCNCC2)cc1. Product: COc1cc(CCc2cc(NC(=O)c3ccc(N4CCCNCC4)cc3)[nH]n2)cc(OC)c1. Reaction SMILES: [CH3:19][O:20][c:21]1[cH:22][c:23]([CH2:29][CH2:30][c:31]2[cH:32][c:33]([NH2:36])[nH:34][n:35]2)[cH:24][c:25]([O:27][CH3:28])[cH:26]1.[CH3:37][Al:38]([CH3:39])[CH3:40].[CH3:41][c:42]1[cH:43][cH:44][cH:45][cH:46][cH:47]1.[N:1]1([c:8]2[cH:9][cH:10][c:11]([C:12]([O:14][CH2:13][CH3:15])=[O:16])[cH:17][cH:18]2)[CH2:2][CH2:3][NH:4][CH2:5][CH2:6][CH2:7]1>>[N:1]1([c:8]2[cH:9][cH:10][c:11]([C:12](=[O:14])[NH:36][c:33]3[cH:32][c:31]([CH2:30][CH2:29][c:23]4[cH:22][c:21]([O:20][CH3:19])[cH:26][c:25]([O:27][CH3:28])[cH:24]4)[n:35][nH:34]3)[cH:17][cH:18]2)[CH2:2][CH2:3][NH:4][CH2:5][CH2:6][CH2:7]1.